This data is from the Open Reaction Database (ORD), a public repository of structured organic reaction records. The task is: describe an organic reaction: reactants, conditions, products, and yield Reactants: O1CCOC2=C1C=CC=C2.CCC(=O)[O-] (1,4-benzodioxan 2-ethylcarboxylate), N1CCNCC1 (piperazine). The product is O1C(COC2=C1C=CC=C2)C(=O)N2CCNCC2 (N-(1,4-benzodioxan-2-ylcarbonyl)piperazine). Isolated yield 5.0%. RXN SMILES: [O:1]1[C:6]2[CH:7]=[CH:8][CH:9]=[CH:10][C:5]=2[O:4][CH2:3][CH2:2]1.CC[C:13]([O-:15])=O.[NH:16]1[CH2:21][CH2:20][NH:19][CH2:18][CH2:17]1>>[O:1]1[C:6]2[CH:7]=[CH:8][CH:9]=[CH:10][C:5]=2[O:4][CH2:3][CH:2]1[C:13]([N:16]1[CH2:21][CH2:20][NH:19][CH2:18][CH2:17]1)=[O:15] |f:0.1|. Reported procedure: As an illustration of the improved synthesis, 1,4-benzodioxan-2-ethylcarboxylate and piperazine were reacted to form N-(1,4-benzodioxan-2-ylcarbonyl)piperazine. Since piperazine includes secondary amines, it is known that the amidization reaction can proceed only in the presence of a solvent and catalyst, e.g., a Lewis acid, strong base, or enzyme. Therefore, the solvent, e.g, THF, acetonitrile, benzene, toluene, or chlorine-containing solvent, was used to dissolve 1,4-benzodioxan-2-ethylcarboxy... Reactants: ClCCCCOC1=C(C=CC=C1)\C=C\C1=CC=CC=C1 ((E)-4-chlorobutoxystilbene), N1C=NC=C1 (imidazole). Run in COCCOCCOC (2-methoxyethyl ether). Product: Cl.N1(C=NC=C1)CCCCOC1=C(C=CC=C1)\C=C\C1=CC=CC=C1 ((E)-4-(1H-Imidazol-1-yl)butoxystilbene hydrochloride). Isolated yield 108.7%. Reaction SMILES: [Cl:1][CH2:2][CH2:3][CH2:4][CH2:5][O:6][C:7]1[CH:12]=[CH:11][CH:10]=[CH:9][C:8]=1/[CH:13]=[CH:14]/[C:15]1[CH:20]=[CH:19][CH:18]=[CH:17][CH:16]=1.[NH:21]1[CH:25]=[CH:24][N:23]=[CH:22]1>COCCOCCOC>[ClH:1].[N:21]1([CH2:2][CH2:3][CH2:4][CH2:5][O:6][C:7]2[CH:12]=[CH:11][CH:10]=[CH:9][C:8]=2/[CH:13]=[CH:14]/[C:15]2[CH:20]=[CH:19][CH:18]=[CH:17][CH:16]=2)[CH:25]=[CH:24][N:23]=[CH:22]1 |f:3.4|. Reported procedure: A solution of the (E)-4-chlorobutoxystilbene (2.0 g, 7.0 mmol) and imidazole (1.0 g, 14 mmol) in 20 mL of 2-methoxyethyl ether was heated to 120° C. for 24 hours. The solvent was removed by distillation and the resulting residue was chromatographed (flash, SiGel, 9:1 CH2Cl2 -MeOH). The hydrochloride salt was made in HCl/MeOH and recrystallized from acetone to give 2.7 g (95%) of the title compound as an off-white solid. m.p. 208°-210° C. IR(KBr): 3400,1590cm-1. MS: 319(MH)+. 1H NMR(CD3OD): δ9.21... Yields the product CC12CCCC1N(S(=O)(=O)c1ccc(O)cc1)C2=O. RXN SMILES: [CH2:1]([c:2]1[cH:3][cH:4][cH:5][cH:6][cH:7]1)[O:8][c:9]1[cH:10][cH:11][c:12]([S:15](=[O:16])(=[O:17])[N:18]2[CH:19]3[CH2:20][CH2:21][CH2:22][C:23]3([CH3:26])[C:24]2=[O:25])[cH:13][cH:14]1.[CH3:27][CH2:28][O:29][C:30](=[O:31])[CH3:32]>>[OH:8][c:9]1[cH:10][cH:11][c:12]([S:15](=[O:16])(=[O:17])[N:18]2[CH:19]3[CH2:20][CH2:21][CH2:22][C:23]3([CH3:26])[C:24]2=[O:25])[cH:13][cH:14]1. Starting materials: CC12CCCC1N(S(=O)(=O)c1ccc(OCc3ccccc3)cc1)C2=O, CCOC(C)=O. The reactants are C(C)OC(=C)C1=C(C=C2OCCN3C=C(N=C3C2=C1)C1=NC(=NN1C(C)C)C)F (13-(1-ethoxyethenyl)-12-fluoro-4-[3-methyl-1-(propan-2-yl)-1H-1,2,4-triazol-5-yl]-9-oxa-3,6-diazatricyclo[8.4.0.02,6]tetradeca1(14),2,4,10,12-pentaene), C1(=CC=C(C=C1)S(=O)(=O)O)C (p-toluenesulfonic acid). Solvent: CC(=O)C (acetone). Product: FC=1C=C2OCCN3C=C(N=C3C2=CC1C(C)=O)C1=NC(=NN1C(C)C)C (1-{12-Fluoro-4-[3-methyl-1-(propan-2-yl)-1H-1,2,4-triazol-5-yl]-9-oxa-3,6-diazatricyclo[8.4.0.02,6]tetradeca1(14),2,4,10,12-pentaen-13-yl}ethan-1-one). Isolated yield 85.1%. Reaction SMILES: C([O:3][C:4]([C:6]1[CH:19]=[C:18]2[C:9]([O:10][CH2:11][CH2:12][N:13]3[C:17]2=[N:16][C:15]([C:20]2[N:24]([CH:25]([CH3:27])[CH3:26])[N:23]=[C:22]([CH3:28])[N:21]=2)=[CH:14]3)=[CH:8][C:7]=1[F:29])=[CH2:5])C.C1(C)C=CC(S(O)(=O)=O)=CC=1>CC(C)=O>[F:29][C:7]1[CH:8]=[C:9]2[C:18](=[CH:19][C:6]=1[C:4](=[O:3])[CH3:5])[C:17]1[N:13]([CH:14]=[C:15]([C:20]3[N:24]([CH:25]([CH3:26])[CH3:27])[N:23]=[C:22]([CH3:28])[N:21]=3)[N:16]=1)[CH2:12][CH2:11][O:10]2. Reported procedure: A mixture of the above crude 13-(1-ethoxyethenyl)-12-fluoro-4-[3-methyl-1-(propan-2-yl)-1H-1,2,4-triazol-5-yl]-9-oxa-3,6-diazatricyclo[8.4.0.02,6]tetradeca1(14),2,4,10,12-pentaene (1.97 g, 4.93 mmol) and p-toluenesulfonic acid (90 mg, 0.50 mmol) in acetone (10.0 ml) was heated under reflux for 30 min. Evaporation under reduced pressure gave a yellow solid, which was purified using flash chromatography on silica gel using 4% dichloromethane in methanol as eluant to afford the title compound (1.55... Reactants: ClC=1C=C(C(=NC1)NC=1C=NC(=CC1)OC)C1=NC(=NC(=N1)C)N(CC1=CC=C(C=C1)OC)CC1=CC=C(C=C1)OC (4-(5-chloro-2-(6-methoxypyridin-3-ylamino)pyridin-3-yl)-N,N-bis(4-methoxybenzyl)-6-methyl-1,3,5-triazin-2-amine), C1(CCCCC1)P(C1=C(C=CC=C1)C1=C(C=C(C=C1C(C)C)C(C)C)C(C)C)C1CCCCC1 (dicyclohexyl(2′,4′,6′-triisopropylbiphenyl-2-yl)phosphine), C(CCC)[Sn](C1=CN=NC=C1)(CCCC)CCCC (4-(tributylstannyl)pyridazine). The reagents and catalysts are C=1C=CC(=CC1)/C=C/C(=O)/C=C/C2=CC=CC=C2.C=1C=CC(=CC1)/C=C/C(=O)/C=C/C2=CC=CC=C2.C=1C=CC(=CC1)/C=C/C(=O)/C=C/C2=CC=CC=C2.[Pd].[Pd] (tris(dibenzylideneacetone)dipalladium(0)). Reaction conditions: temperature 110 celsius. Product: COC1=CC=C(CN(C2=NC(=NC(=N2)C=2C(=NC=C(C2)C2=CN=NC=C2)NC=2C=NC(=CC2)OC)C)CC2=CC=C(C=C2)OC)C=C1 (N,N-bis(4-methoxybenzyl)-4-(2-(6-methoxypyridin-3-ylamino)-5-(pyridazin-4-yl)pyridin-3-yl)-6-methyl-1,3,5-triazin-2-amine). The yield is 76.9%. RXN SMILES: Cl[C:2]1[CH:3]=[C:4]([C:17]2[N:22]=[C:21]([CH3:23])[N:20]=[C:19]([N:24]([CH2:34][C:35]3[CH:40]=[CH:39][C:38]([O:41][CH3:42])=[CH:37][CH:36]=3)[CH2:25][C:26]3[CH:31]=[CH:30][C:29]([O:32][CH3:33])=[CH:28][CH:27]=3)[N:18]=2)[C:5]([NH:8][C:9]2[CH:10]=[N:11][C:12]([O:15][CH3:16])=[CH:13][CH:14]=2)=[N:6][CH:7]=1.C1(P(C2CCCCC2)C2C=CC=CC=2C2C(C(C)C)=CC(C(C)C)=CC=2C(C)C)CCCCC1.C([Sn](CCCC)(CCCC)[C:82]1[CH:87]=[CH:86][N:85]=[N:84][CH:83]=1)CCC>C1C=CC(/C=C/C(/C=C/C2C=CC=CC=2)=O)=CC=1.C1C=CC(/C=C/C(/C=C/C2C=CC=CC=2)=O)=CC=1.C1C=CC(/C=C/C(/C=C/C2C=CC=CC=2)=O)=CC=1.[Pd].[Pd]>[CH3:33][O:32][C:29]1[CH:30]=[CH:31][C:26]([CH2:25][N:24]([CH2:34][C:35]2[CH:40]=[CH:39][C:38]([O:41][CH3:42])=[CH:37][CH:36]=2)[C:19]2[N:18]=[C:17]([C:4]3[C:5]([NH:8][C:9]4[CH:10]=[N:11][C:12]([O:15][CH3:16])=[CH:13][CH:14]=4)=[N:6][CH:7]=[C:2]([C:82]4[CH:87]=[CH:86][N:85]=[N:84][CH:83]=4)[CH:3]=3)[N:22]=[C:21]([CH3:23])[N:20]=2)=[CH:27][CH:28]=1 |f:3.4.5.6.7|. Reported procedure: 4-(5-chloro-2-(6-methoxypyridin-3-ylamino)pyridin-3-yl)-N,N-bis(4-methoxybenzyl)-6-methyl-1,3,5-triazin-2-amine (190 mg, 0.325 mmol), dicyclohexyl(2′,4′,6′-triisopropylbiphenyl-2-yl)phosphine (15.51 mg, 0.033 mmol) (Strem Chemicals), tris(dibenzylideneacetone)dipalladium(0) (14.89 mg, 0.016 mmol) (Strem Chemicals) and 4-(tributylstannyl)pyridazine (156 mg, 0.423 mmol) (Synthonix) were weighed in a vial, purged with argon, and then treated with toluene (1.6 mL). The vial was sealed and heated at ...